From a dataset of the Open Reaction Database (ORD), a public repository of structured organic reaction records. describe an organic reaction: reactants, conditions, products, and yield The reactants are CCCCBr, COc1ccc(O)c(Br)c1, O=C([O-])[O-], CCOC(C)=O, [Cs+], [Cs+], CN(C)C=O. Yields the product CCCCOc1ccc(OC)cc1Br. Reaction SMILES: [Br:11][CH2:12][CH2:13][CH2:14][CH3:15].[Br:1][c:2]1[c:3]([OH:10])[cH:4][cH:5][c:6]([O:8][CH3:9])[cH:7]1.[C:16](=[O:17])([O-:18])[O-:19].[CH3:27][CH2:28][O:29][C:30]([CH3:31])=[O:32].[Cs+:20].[Cs+:21].[O:22]=[CH:23][N:24]([CH3:25])[CH3:26]>>[Br:1][c:2]1[c:3]([O:10][CH2:12][CH2:13][CH2:14][CH3:15])[cH:4][cH:5][c:6]([O:8][CH3:9])[cH:7]1. Starting materials: BrC1=CC=C2C(=C(NC2=C1)C(=O)OCC)CCC(=O)OCC (Ethyl 6-bromo-3-(3-ethoxy-3-oxopropyl)-1H-indole-2-carboxylate), O.O.O.[OH-].[Li+] (lithium hydroxide trihydrate). Run in O1CCCC1 (tetrahydrofurane), O1CCCC1 (THF), O (water). Product: C(=O)(O)CCC1=C(NC2=CC(=CC=C12)Br)C(=O)O (3-(2-Carboxyethyl)-6-bromo-1H-indole-2-carboxylic acid). The yield is 95.0%. Reaction SMILES: [Br:1][C:2]1[CH:10]=[C:9]2[C:5]([C:6]([CH2:16][CH2:17][C:18]([O:20]CC)=[O:19])=[C:7]([C:11]([O:13]CC)=[O:12])[NH:8]2)=[CH:4][CH:3]=1.O.O.O.[OH-].[Li+]>O1CCCC1.O>[C:18]([CH2:17][CH2:16][C:6]1[C:5]2[C:9](=[CH:10][C:2]([Br:1])=[CH:3][CH:4]=2)[NH:8][C:7]=1[C:11]([OH:13])=[O:12])([OH:20])=[O:19] |f:1.2.3.4.5|. Reported procedure: Ethyl 6-bromo-3-(3-ethoxy-3-oxopropyl)-1H-indole-2-carboxylate (3.68 g, 10 mmol) was dissolved in 25 ml tetrahydrofurane (THF) with stirring at rt. Then a solution of 1.26 g of lithium hydroxide trihydrate (3 equiv.) in 25 ml water was added and the resulting mixture was let to stir at rt for 24 h. After completion of the reaction THF was removed under reduced pressure and the pH was adjusted to 4-5, and the product was extracted with diethyl ether (3×30 ml). The organic layers were dried over m... Reactants: S(N)(OC1=CC=C(C=C1)C=O)(=O)=O (4-formylphenyl sulfamate), C(O)([O-])=O.[Na+] (sodium hydrogen carbonate), [BH4-].[Na+] (sodium borohydride), NC1=CC=CC=C1 (aniline), C(C)(=O)[O-].[Na+] (sodium acetate). Solvent: C(C)O (ethanol), C(C)(=O)O (acetic acid), O (water). Run at time 10 minute. Product: S(N)(OC1=CC=CC=C1)(=O)=O (phenyl sulfamate). RXN SMILES: [S:1](=[O:13])(=[O:12])([O:3][C:4]1[CH:9]=[CH:8][C:7](C=O)=[CH:6][CH:5]=1)[NH2:2].NC1C=CC=CC=1.C([O-])(=O)C.[Na+].[BH4-].[Na+].C(=O)([O-])O.[Na+]>O.C(O)(=O)C.C(O)C>[S:1](=[O:12])(=[O:13])([O:3][C:4]1[CH:9]=[CH:8][CH:7]=[CH:6][CH:5]=1)[NH2:2] |f:2.3,4.5,6.7|. Procedure: 32 mg of 4-formylphenyl sulfamate was added to a mixture composed of 11.5 μl of aniline, 0.2 ml of ethanol, 27 mg of sodium acetate, 84 μl of acetic acid, and 0.25 ml of water, and dissolved therein by heating. The resulting mixture was cooled with ice, and 20 mg of sodium borohydride was slowly added thereto. After the reaction mixture was stirred at room temperature for 10 minutes, a saturated aqueous solution of sodium hydrogen carbonate was added thereto, and the product was extracted with e... Reactants: C1(=CC=CC=C1)Cl (PhCl), CC(C)(C)[O-].[Na+] (NaOtBu), NC1=CC=C(C=C1)C (p-toluidine), (Me3C)2PH(O). The reagents and catalysts are C=1C=CC(=CC1)/C=C/C(=O)/C=C/C2=CC=CC=C2.C=1C=CC(=CC1)/C=C/C(=O)/C=C/C2=CC=CC=C2.C=1C=CC(=CC1)/C=C/C(=O)/C=C/C2=CC=CC=C2.[Pd].[Pd] (Pd2(dba)3). Solvent: C1(=CC=CC=C1)C (toluene). Run at time 12 hour. The product is C1(=CC=CC=C1)NC1=CC=C(C=C1)C (N-phenyl-p-toluidine). Yield: 43.7%. As a reaction SMILES: [C:1]1(Cl)[CH:6]=[CH:5][CH:4]=[CH:3][CH:2]=1.[NH2:8][C:9]1[CH:14]=[CH:13][C:12]([CH3:15])=[CH:11][CH:10]=1.CC([O-])(C)C.[Na+]>C1(C)C=CC=CC=1.C1C=CC(/C=C/C(/C=C/C2C=CC=CC=2)=O)=CC=1.C1C=CC(/C=C/C(/C=C/C2C=CC=CC=2)=O)=CC=1.C1C=CC(/C=C/C(/C=C/C2C=CC=CC=2)=O)=CC=1.[Pd].[Pd]>[C:1]1([NH:8][C:9]2[CH:14]=[CH:13][C:12]([CH3:15])=[CH:11][CH:10]=2)[CH:6]=[CH:5][CH:4]=[CH:3][CH:2]=1 |f:2.3,5.6.7.8.9|. Reported procedure: The general procedure from Example 1 was followed using PhCl (122 μl, 1.2 mmol) and p-toluidine (108 mg, 1.0 mmol) with Pd2(dba)3 (20 mg, 0.0218 mmol) and (Me3C)2PH(O) (14.5 mg, 0.0878 mmol) and NaOtBu (144 mg, 1.5 mmol) in 3.0 mL of toluene. After 12 h, the reaction mixture was chromatographed with 5% ethyl acetate/hexane to give 80 mg (44% yield) of N-phenyl-p-toluidine. It was >95% pure by 1H NMR and GC/MS. 1H NMR (500 MHz, CDCl3): δ 7.13 (t, J=7.91 Hz, 2H), 6.98 (m, 2H), 6.89 (m, 4H), 6.78 (...